Dataset: the Open Reaction Database (ORD), a public repository of structured organic reaction records. Task: describe an organic reaction: reactants, conditions, products, and yield Starting materials: CC1(C=2C=C3C=CC(=CC3=CC2C(CC1)(C)C)B(O)O)C (5,6,7,8-tetrahydro-5,5,8,8-tetramethyl-2-anthrylboronic acid), C(CC)N1C(=CC(=C1)I)C(=O)OC (methyl N-propyl-4-iodo-2-pyrrolecarboxylate). Yields the product C(CC)N1C(=CC(=C1)C1=CC2=CC=3C(CCC(C3C=C2C=C1)(C)C)(C)C)C(=O)OC (methyl N-propyl-4-(5,6,7,8-tetrahydro-5,5,8,8-tetramethyl-2-anthryl)-2-pyrrolecarboxylate). Yield: 22.3%. RXN SMILES: [CH3:1][C:2]1([CH3:21])[CH2:15][CH2:14][C:13]([CH3:17])([CH3:16])[C:12]2[CH:11]=[C:10]3[C:5]([CH:6]=[CH:7][C:8](B(O)O)=[CH:9]3)=[CH:4][C:3]1=2.[CH2:22]([N:25]1[CH:29]=[C:28](I)[CH:27]=[C:26]1[C:31]([O:33][CH3:34])=[O:32])[CH2:23][CH3:24]>>[CH2:22]([N:25]1[CH:29]=[C:28]([C:8]2[CH:7]=[CH:6][C:5]3[C:10](=[CH:11][C:12]4[C:13]([CH3:17])([CH3:16])[CH2:14][CH2:15][C:2]([CH3:21])([CH3:1])[C:3]=4[CH:4]=3)[CH:9]=2)[CH:27]=[C:26]1[C:31]([O:33][CH3:34])=[O:32])[CH2:23][CH3:24]. Procedure: Following the basic procedure of Example 7(f), by reacting 1.7 g (6 mmol) of 5,6,7,8-tetrahydro-5,5,8,8-tetramethyl-2-anthrylboronic acid with 1.47 g (5 mmol) of methyl N-propyl-4-iodo-2-pyrrolecarboxylate, 450 mg (22%) of methyl N-propyl-4-(5,6,7,8-tetrahydro-5,5,8,8-tetramethyl-2-anthryl)-2-pyrrolecarboxylate were obtained. Starting materials: N#Cc1ccc(OCC(=NNC(=O)Nc2ccc(OC(F)(F)F)cc2)c2ccccc2)cc1, [BH3-]C#N, CO, Cl, [Na+], C1CCOC1. The product is N#Cc1ccc(OCC(NNC(=O)Nc2ccc(OC(F)(F)F)cc2)c2ccccc2)cc1. RXN SMILES: [C:1](#[N:2])[c:3]1[cH:4][cH:5][c:6]([O:7][CH2:8][C:9]([c:10]2[cH:11][cH:12][cH:13][cH:14][cH:15]2)=[N:16][NH:17][C:18](=[O:19])[NH:20][c:21]2[cH:22][cH:23][c:24]([O:27][C:28]([F:29])([F:30])[F:31])[cH:25][cH:26]2)[cH:32][cH:33]1.[C:34]([BH3-:35])#[N:36].[CH3:39][OH:40].[ClH:38].[Na+:37].[O:41]1[CH2:42][CH2:43][CH2:44][CH2:45]1>>[C:1](#[N:2])[c:3]1[cH:4][cH:5][c:6]([O:7][CH2:8][CH:9]([c:10]2[cH:11][cH:12][cH:13][cH:14][cH:15]2)[NH:16][NH:17][C:18](=[O:19])[NH:20][c:21]2[cH:22][cH:23][c:24]([O:27][C:28]([F:29])([F:30])[F:31])[cH:25][cH:26]2)[cH:32][cH:33]1.